Dataset: the Open Reaction Database (ORD), a public repository of structured organic reaction records. Task: describe an organic reaction: reactants, conditions, products, and yield Starting materials: Cl.C(C1=CC=CC=C1)NCCC1=CNC(N1[C@H]1COC2=C(C=C(C=C2C1)F)F)=S ((R)-5-(2-(benzylamino)ethyl)-1-(6,8-difluorochroman-3-yl)-1H-imidazole-2(3H)-thione hydrochloride), CO (Methanol), [OH-].[Na+] (Sodium hydroxide). Solvent: O (Water). Conditions: temperature 67 celsius, time 30 minute. The product is C(C1=CC=CC=C1)NCCC1=CNC(N1[C@H]1COC2=C(C=C(C=C2C1)F)F)=S ((R)-5-(2-(benzylamino)ethyl)-1-(6,8-difluorochroman-3-yl)-1H-imidazole-2(3H)-thione). Isolated yield 96.2%. As a reaction SMILES: CO.Cl.[CH2:4]([NH:11][CH2:12][CH2:13][C:14]1[N:18]([C@@H:19]2[CH2:28][C:27]3[C:22](=[C:23]([F:30])[CH:24]=[C:25]([F:29])[CH:26]=3)[O:21][CH2:20]2)[C:17](=[S:31])[NH:16][CH:15]=1)[C:5]1[CH:10]=[CH:9][CH:8]=[CH:7][CH:6]=1.[OH-].[Na+]>O>[CH2:4]([NH:11][CH2:12][CH2:13][C:14]1[N:18]([C@@H:19]2[CH2:28][C:27]3[C:22](=[C:23]([F:30])[CH:24]=[C:25]([F:29])[CH:26]=3)[O:21][CH2:20]2)[C:17](=[S:31])[NH:16][CH:15]=1)[C:5]1[CH:10]=[CH:9][CH:8]=[CH:7][CH:6]=1 |f:1.2,3.4|. Reported procedure: To a mixture of Methanol (66 L) and Water (10 L) at 20° C. was added purified (R)-5-(2-(benzylamino)ethyl)-1-(6,8-difluorochroman-3-yl)-1H-imidazole-2(3H)-thione hydrochloride (4.37 kg, 9.98 mol) to afford a suspension. The reaction mixture was then heated to 67° C. to affect complete dissolution, whereupon 1N Sodium hydroxide (10.48 L, 10.48 mol, 1.05 eq) was added in a single portion. The reaction mixture was adjusted back to 67° C. and held at 67° C. for 30 min. The reaction mixture was then ... The reactants are C(C)(=O)OCC (ethyl acetate), C([O-])([O-])=O.[K+].[K+] (potassium carbonate), solution, COCN1C2=C(SC3=C1C=C(C=C3)CC(=S)N)N=CC=N2 ((10-methoxymethyl-10H-pyrazino[2,3-b][1,4]benzothiazin-8-yl)thioacetamide), CI (methyl iodide). Run in CC(=O)C (acetone). Run at time 2 hour. The product is CSC(CC=1C=CC2=C(N(C3=C(S2)N=CC=N3)COC)C1)=N (Methyl(10-methoxymethyl-10H-pyrazino[2,3-b][1,4]benzothiazin-8-yl)acetothioimidate). Reaction SMILES: [CH3:1][O:2][CH2:3][N:4]1[C:9]2[CH:10]=[C:11]([CH2:14][C:15]([NH2:17])=[S:16])[CH:12]=[CH:13][C:8]=2[S:7][C:6]2[N:18]=[CH:19][CH:20]=[N:21][C:5]1=2.CI.[C:24](OCC)(=O)C.C(=O)([O-])[O-].[K+].[K+]>CC(C)=O>[CH3:24][S:16][C:15](=[NH:17])[CH2:14][C:11]1[CH:12]=[CH:13][C:8]2[S:7][C:6]3[N:18]=[CH:19][CH:20]=[N:21][C:5]=3[N:4]([CH2:3][O:2][CH3:1])[C:9]=2[CH:10]=1 |f:3.4.5|. Procedure: Into 15 ml of a solution of 318 mg of (10-methoxymethyl-10H-pyrazino[2,3-b][1,4]benzothiazin-8-yl)thioacetamide in acetone was dropped 1.5 m of methyl iodide. After stirring at room temperature for 2 hours, the reaction mixture was distributed into ethyl acetate and an aqueous solution of potassium carbonate. The organic layer was extracted and the extract was washed with water and dried over anhydrous sodium sulfate. After distilling off the solvent under reduced pressure, 350 mg of the title c...